This data is from the Open Reaction Database (ORD), a public repository of structured organic reaction records. The task is: describe an organic reaction: reactants, conditions, products, and yield Procedure details: A mixture of lithium (Z)-1-(5-bromo-2-methoxypyridin-3-yl)-2-(dimethoxyphosphoryl)ethenolate (2.0 g, 5.8 mmol) and 3-oxocyclobutanecarbonitrile (1.1 g, 12 mmol) in p-dioxane (6 ml) was heated at 120° C. by Microwave in 1 h. The mixture was cooled, taken up in H2O, extracted with EtOAc (3×), dried over MgSO4, concentrated to provide the title compound. MS (m+11): 307.0. RXN SMILES: [Br:1][C:2]1[CH:3]=[C:4](/[C:10](/[O-:18])=[CH:11]/P(OC)(OC)=O)[C:5]([O:8][CH3:9])=[N:6][CH:7]=1.[Li+].O=[C:21]1[CH2:24][CH:23]([C:25]#[N:26])[CH2:22]1>O1CCOCC1.O>[Br:1][C:2]1[CH:3]=[C:4]([C:10](=[O:18])[CH:11]=[C:21]2[CH2:24][CH:23]([C:25]#[N:26])[CH2:22]2)[C:5]([O:8][CH3:9])=[N:6][CH:7]=1 |f:0.1|. Run in O1CCOCC1 (p-dioxane), O (H2O). The product is BrC=1C=C(C(=NC1)OC)C(C=C1CC(C1)C#N)=O (3-(2-(5-Bromo-2-methoxypyridin-3-yl)-2-oxoethylidene)cyclobutanecarbonitrile). The reactants are BrC=1C=C(C(=NC1)OC)/C(=C/P(=O)(OC)OC)/[O-].[Li+] (lithium (Z)-1-(5-bromo-2-methoxypyridin-3-yl)-2-(dimethoxyphosphoryl)ethenolate), O=C1CC(C1)C#N (3-oxocyclobutanecarbonitrile). Reaction conditions: temperature 120 celsius. The reactants are CI (CH3I), [H-].[Na+] (NaH), [N+](=O)([O-])C1=NNN=C1 (4-nitro-2H-1,2,3-triazole), C1CCOC1 (THF). The solvent is CC(=O)C (acetone). Run at temperature 0 celsius, time 15 minute. Yields the product CN1N=NC=C1[N+](=O)[O-] (1-methyl-5-nitro-1H-1,2,3-triazole), CN1N=NC(=C1)[N+](=O)[O-] (1-Methyl-4-nitro-1H-1,2,3-triazole). Yield: 35.0%. As a reaction SMILES: [N+:1]([C:4]1[CH:8]=[N:7][NH:6][N:5]=1)([O-:3])=[O:2].[CH2:9]1COCC1.[H-].[Na+].CI>CC(C)=O>[CH3:9][N:5]1[C:4]([N+:1]([O-:3])=[O:2])=[CH:8][N:7]=[N:6]1.[CH3:9][N:7]1[CH:8]=[C:4]([N+:1]([O-:3])=[O:2])[N:5]=[N:6]1 |f:2.3|. Procedure: To a 100-mL single-neck round-bottomed containing 4-nitro-2H-1,2,3-triazole (2.0 g, 17.5 mmol) and THF (10 mL) at 0° C. was added NaH (1.7 g, 35.0 mmol, 2.0 eq.). The mixture was stirred at 0° C. for 15 min. A solution of CH3I (3.68 g, 26.3 mmol, 1.5 eq.) in acetone (40 mL) was added and the resulting reaction mixture was stirred at room temperature for 2 h. After this time, the reaction was quenched by water (20 mL) at 0° C. and concentrated under reduced pressure. The residue was diluted with ... Reactants: CN1CCC(C(=O)c2cccc(N)c2)CC1, O=C(Cl)c1ccc(-c2ccccc2)cc1. Yields the product CN1CCC(C(=O)c2cccc(NC(=O)c3ccc(-c4ccccc4)cc3)c2)CC1. RXN SMILES: [NH2:1][c:2]1[cH:3][c:4]([C:5](=[O:6])[CH:7]2[CH2:8][CH2:9][N:10]([CH3:13])[CH2:11][CH2:12]2)[cH:14][cH:15][cH:16]1.[c:17]1(-[c:26]2[cH:27][cH:28][cH:29][cH:30][cH:31]2)[cH:18][cH:19][c:20]([C:23](=[O:24])[Cl:25])[cH:21][cH:22]1>>[NH:1]([c:2]1[cH:3][c:4]([C:5](=[O:6])[CH:7]2[CH2:8][CH2:9][N:10]([CH3:13])[CH2:11][CH2:12]2)[cH:14][cH:15][cH:16]1)[C:23]([c:20]1[cH:19][cH:18][c:17](-[c:26]2[cH:27][cH:28][cH:29][cH:30][cH:31]2)[cH:22][cH:21]1)=[O:24]. Starting materials: C(#N)CC=1C2=C(SC1)C=CC(=C2)C2=NN=NN2C (3-cyanomethyl-5-(1-methyltetrazol-5-yl)benzo[b]thiophene). Solvent: C1CCOC1 (THF), C1CCOC1 (THF). The product is NCCC=1C2=C(SC1)C=CC(=C2)C2=NN=NN2C (3-(2-Aminoethyl)-5-(1-methyltetrazol-5-yl)benzo[b]thiophene). Yield: 66.9%. As a reaction SMILES: [C:1]([CH2:3][C:4]1[C:5]2[CH:12]=[C:11]([C:13]3[N:17]([CH3:18])[N:16]=[N:15][N:14]=3)[CH:10]=[CH:9][C:6]=2[S:7][CH:8]=1)#[N:2]>C1COCC1>[NH2:2][CH2:1][CH2:3][C:4]1[C:5]2[CH:12]=[C:11]([C:13]3[N:17]([CH3:18])[N:16]=[N:15][N:14]=3)[CH:10]=[CH:9][C:6]=2[S:7][CH:8]=1. Reported procedure: Following the procedure of Example 11, Step 7, 26.1 mg (0.102 mmol) of 3-cyanomethyl-5-(1-methyltetrazol-5-yl)benzo[b]thiophene in 2 ml of THF was reacted with 0.36 ml (0.36 mmol) of 1.0M borane-tetrahydrofuran complex in THF. Chromatography on flash silica, eluting with CH2Cl2 /MeOH/NH3 (aq) (60:8:1) gave 17.7 mg (67%) of the title product as a colourless oil. The oxalate salt was prepared using oxalic acid in methanol/ether to give the title product oxalate as a white solid, m.p. 206°-212° C. ... Reactants: Nc1ncc(C2CC2)cc1Br, CCOC(=O)N=C=S, C1COCCO1. Product: CCOC(=O)NC(=S)Nc1ncc(C2CC2)cc1Br. RXN SMILES: [Br:1][c:2]1[c:3]([NH2:11])[n:4][cH:5][c:6]([CH:8]2[CH2:9][CH2:10]2)[cH:7]1.[CH2:12]([CH3:13])[O:14][C:15](=[O:16])[N:17]=[C:18]=[S:19].[CH2:20]1[O:21][CH2:22][CH2:23][O:24][CH2:25]1>>[Br:1][c:2]1[c:3]([NH:11][C:18]([NH:17][C:15]([O:14][CH2:12][CH3:13])=[O:16])=[S:19])[n:4][cH:5][c:6]([CH:8]2[CH2:9][CH2:10]2)[cH:7]1. Reactants: C(C)OC(=O)C=1N=CC=2NC3=CC=CC=C3C2C1 (9H-β-carboline-3-carboxylic acid ethyl ester), [N+](=O)(O)[O-] (nitric acid). Run at time 2 hour. Product: C(C)OC(=O)C=1N=CC=2NC3=CC=C(C=C3C2C1)[N+](=O)[O-] (6-Nitro-9H-β-carboline-3-carboxylic acid ethyl ester). Isolated yield 63.0%. As a reaction SMILES: [CH2:1]([O:3][C:4]([C:6]1[N:7]=[CH:8][C:9]2[NH:10][C:11]3[C:16]([C:17]=2[CH:18]=1)=[CH:15][CH:14]=[CH:13][CH:12]=3)=[O:5])[CH3:2].[N+:19]([O-])([OH:21])=[O:20]>>[CH2:1]([O:3][C:4]([C:6]1[N:7]=[CH:8][C:9]2[NH:10][C:11]3[C:16]([C:17]=2[CH:18]=1)=[CH:15][C:14]([N+:19]([O-:21])=[O:20])=[CH:13][CH:12]=3)=[O:5])[CH3:2]. Procedure details: 9H-β-carboline-3-carboxylic acid ethyl ester (20 g, 833 mmol) was slowly added to concentrated nitric acid (400 mL). The reaction mixture was stirred at 70°-75° C. for 2 h. After cooling to room temperature the resulting mixture was poured onto ice (1 kg). The precipitated compound was collected, and recrystallized from pyridine (650 mL). This afforded the title compound (14.9 g, 63%). M.p. 339°-341° C.